describe an organic reaction: reactants, conditions, products, and yield From a dataset of the Open Reaction Database (ORD), a public repository of structured organic reaction records. Starting materials: CCOC(=O)C(=O)Nc1ccc(C#N)c2ccccc12, CC(=O)OC(C)=O, CC(=O)O, O=[N+]([O-])O. Product: CCOC(=O)C(=O)Nc1c([N+](=O)[O-])cc(C#N)c2ccccc12. Reaction SMILES: [C:1](#[N:2])[c:3]1[cH:4][cH:5][c:6]([NH:13][C:14](=[O:15])[C:16](=[O:17])[O:18][CH2:19][CH3:20])[c:7]2[cH:8][cH:9][cH:10][cH:11][c:12]12.[CH3:21][C:22]([O:23][C:24](=[O:25])[CH3:26])=[O:27].[CH3:32][C:33](=[O:34])[OH:35].[OH:28][N+:29]([O-:30])=[O:31]>>[C:1](#[N:2])[c:3]1[cH:4][c:5]([N+:29](=[O:28])[O-:30])[c:6]([NH:13][C:14](=[O:15])[C:16](=[O:17])[O:18][CH2:19][CH3:20])[c:7]2[cH:8][cH:9][cH:10][cH:11][c:12]12.